Dataset: the Open Reaction Database (ORD), a public repository of structured organic reaction records. Task: describe an organic reaction: reactants, conditions, products, and yield The reactants are NC(=O)c1cc(Br)cc2c(C3CCS(=O)(=O)CC3)c[nH]c12, O=C([O-])[O-], CC[Si](CC)(CC)OC(C)(C)CCc1ccc(B2OC(C)(C)C(C)(C)O2)s1, [K+], [K+], C1COCCO1, O. Product: CC[Si](CC)(CC)OC(C)(C)CCc1ccc(-c2cc(C(N)=O)c3[nH]cc(C4CCS(=O)(=O)CC4)c3c2)s1. As a reaction SMILES: [Br:1][c:2]1[cH:3][c:4]2[c:5]([CH:14]3[CH2:15][CH2:16][S:17](=[O:20])(=[O:21])[CH2:18][CH2:19]3)[cH:6][nH:7][c:8]2[c:9]([C:11](=[O:12])[NH2:13])[cH:10]1.[C:49](=[O:50])([O-:51])[O-:52].[CH3:22][C:23]([CH2:24][CH2:25][c:26]1[s:27][c:28]([B:31]2[O:32][C:33]([CH3:34])([CH3:35])[C:36]([CH3:37])([CH3:38])[O:39]2)[cH:29][cH:30]1)([CH3:40])[O:41][Si:42]([CH2:43][CH3:44])([CH2:45][CH3:46])[CH2:47][CH3:48].[K+:53].[K+:54].[O:56]1[CH2:57][CH2:58][O:59][CH2:60][CH2:61]1.[OH2:55]>>[c:2]1(-[c:28]2[s:27][c:26]([CH2:25][CH2:24][C:23]([CH3:22])([CH3:40])[O:41][Si:42]([CH2:43][CH3:44])([CH2:45][CH3:46])[CH2:47][CH3:48])[cH:30][cH:29]2)[cH:3][c:4]2[c:5]([CH:14]3[CH2:15][CH2:16][S:17](=[O:20])(=[O:21])[CH2:18][CH2:19]3)[cH:6][nH:7][c:8]2[c:9]([C:11](=[O:12])[NH2:13])[cH:10]1.